From a dataset of the Open Reaction Database (ORD), a public repository of structured organic reaction records. describe an organic reaction: reactants, conditions, products, and yield Yields the product COC1=CC2=C(C=C1)[C@H]1[C@H](CNC1)CO2 ((±)-cis-7-Methoxy-1,2,3,3a,4,9b-hexahydro-[1]-benzopyrano[3,4-c]pyrrole). Reported procedure: From 7-methoxy-coumarin and N-methoxymethyl-N-trimethylsilylmethyl-benzylamine in an analogous manner as described in Examples 1A-C: 1H NMR (300 MHz, CDCl3) δ 1.92 (br s, 1H), 2.60 (m, 1H), 2.81 (m, 2H), 3.17 (q, 1H), 3.29 (dd, 1H), 3.40 (dd, 1H), (s, 3H), 3.78 (t, 1H), 4.10 (dd, 1H), 6.43 (d, 1H), 6.52 (dd, 1H), 7.03 (d, 1H). Starting materials: COC1=CC=C2C=CC(OC2=C1)=O (7-methoxy-coumarin), COCN(C[Si](C)(C)C)CC1=CC=CC=C1 (N-methoxymethyl-N-trimethylsilylmethyl-benzylamine). As a reaction SMILES: [CH3:1][O:2][C:3]1[CH:12]=[C:11]2[C:6]([CH:7]=[CH:8][C:9](=O)[O:10]2)=[CH:5][CH:4]=1.CO[CH2:16][N:17](CC1C=CC=CC=1)[CH2:18][Si](C)(C)C>>[CH3:1][O:2][C:3]1[CH:4]=[CH:5][C:6]2[C@@H:7]3[CH2:18][NH:17][CH2:16][C@@H:8]3[CH2:9][O:10][C:11]=2[CH:12]=1.